From a dataset of the Open Reaction Database (ORD), a public repository of structured organic reaction records. describe an organic reaction: reactants, conditions, products, and yield Reactants: C(C)OC(=O)C=1N=CN2C1SC=C2 (7-ethoxycarbonylimidazo[5,1-b]thiazole), [BH4-].[Li+] (lithium borohydride), Cl (hydrochloric acid), CO (methanol). Solvent: O1CCCC1 (tetrahydrofuran). Reaction conditions: temperature 80 celsius, time 1 hour. Yields the product OCC=1N=CN2C1SC=C2 (7-hydroxymethylimidazo[5,1-b]thiazole). Isolated yield 39.7%. Reaction SMILES: C([O:3][C:4]([C:6]1[N:7]=[CH:8][N:9]2[CH:13]=[CH:12][S:11][C:10]=12)=O)C.[BH4-].[Li+].CO.Cl>O1CCCC1>[OH:3][CH2:4][C:6]1[N:7]=[CH:8][N:9]2[CH:13]=[CH:12][S:11][C:10]=12 |f:1.2|. Procedure: To a solution of 95 mg (0.49 mmol) of the above-obtained 7-ethoxycarbonylimidazo[5,1-b]thiazole in 10 ml of tetrahydrofuran (THF) was added 300 mg of lithium borohydride. The mixture was stirred at 80° C. (the oil bath temperature) for one hour, and then cooled. To this reaction solution, 15 ml of methanol was added little by little with ice-cooling, and the mixture was stirred at room temperature for 30 minutes. Concentrated hydrochloric acid was added to this solution little by little with ice... The reactants are CN(C)C=O, ClC(Cl)Cl, O=C(O)c1ccc(Br)cc1, O=S(Cl)Cl. Yields the product O=C(Cl)c1ccc(Br)cc1. RXN SMILES: [CH3:19][N:20]([CH3:21])[CH:22]=[O:23].[CH:15]([Cl:16])([Cl:17])[Cl:18].[OH:1][C:2](=[O:3])[c:4]1[cH:5][cH:6][c:7]([Br:8])[cH:9][cH:10]1.[S:11]([Cl:12])([Cl:13])=[O:14]>>[O:1]=[C:2]([c:4]1[cH:5][cH:6][c:7]([Br:8])[cH:9][cH:10]1)[Cl:13].